Dataset: the Open Reaction Database (ORD), a public repository of structured organic reaction records. Task: describe an organic reaction: reactants, conditions, products, and yield Starting materials: [OH-].[Na+] (sodium hydroxide), C1=CC(=CC=C1[N+](=O)[O-])O[C@H]2[C@@H]([C@H]([C@@H]([C@H](O2)CO)O)O)O (4-nitrophenyl-beta-D-glucopyranoside), C([C@@H]1[C@H]([C@@H]([C@H]([C@@H](O1)O[C@@H]2[C@H](O[C@H]([C@@H]([C@H]2O)O)O)CO)O)O)O)O (Cellobiose), C([C@@H]1[C@H]([C@@H]([C@H]([C@@H](O1)O[C@@H]2[C@H](O[C@H]([C@@H]([C@H]2O)O)O)CO)O)O)O)O (cellobiose). Run in C(C)(=O)[O-].[Na+] (sodium acetate). Run at time 30 minute. The product is O=C[C@H](O)[C@@H](O)[C@H](O)[C@H](O)CO (Glucose). RXN SMILES: C1C([N+]([O-])=O)=CC=C([O:10][C@@H:11]2[O:16][C@H:15]([CH2:17][OH:18])[C@@H:14]([OH:19])[C@H:13]([OH:20])[C@H:12]2[OH:21])C=1.C(O)[C@H]1O[C@@H](O[C@H]2[C@H](O)[C@@H](O)[C@H](O)O[C@@H]2CO)[C@H](O)[C@@H](O)[C@@H]1O.[OH-].[Na+]>C([O-])(=O)C.[Na+]>[O:10]=[CH:11][C@@H:12]([C@H:13]([C@@H:14]([C@@H:15]([CH2:17][OH:18])[OH:16])[OH:19])[OH:20])[OH:21] |f:2.3,4.5|. Reported procedure: Activity on cellobiose and 4-nitrophenyl-beta-D-glucopyranoside: Cellobiose was dissolved in 50 mM sodium acetate-0.01% TWEEN® 20 pH 5 buffer to 2 g/L. Enzyme was diluted at various concentrations using the same buffer. To 50 μl of the enzyme dilutions (0.04-5 μg/ml), 100 μl of the cellobiose solution (2 g/L buffer) was added. The reaction was incubated at 50° C. for 30 minutes before the reaction was stopped with 50 μl of 0.5 M sodium hydroxide. Glucose produced was measured using the Glucose O... Starting materials: 200, CC1(OC2=CC(=C(C=C2C(C1)(C)C)C#C)C)C (2,2,4,4,7-pentamethyl-6-ethynyl-chroman), CC1(OC2=CC(=C(C=C2C(C1)(C)C)C#C)C)C (2,2,4,4,7-pentamethyl-6-ethynyl-chroman), ethyl, C(C)OC(C1=CC=C(C=C1)I)=O (Ethyl-4-iodobenzoate), cuprous iodide. Reagents/catalysts: [Pd](Cl)Cl.C1(=CC=CC=C1)P(C1=CC=CC=C1)C1=CC=CC=C1.C1(=CC=CC=C1)P(C1=CC=CC=C1)C1=CC=CC=C1 (bis(triphenylphosphine) palladium (II) chloride). The solvent is C(C)N(CC)CC (triethylamine). Reaction conditions: temperature 55 celsius, time 72 hour. Yields the product CC1(OC2=CC(=C(C=C2C(C1)(C)C)C#CC1=CC=C(C(=O)OCC)C=C1)C)C (Ethyl 4-[(2,2,4,4,7-pentamethylchroman-6-yl)-ethynyl]benzoate). As a reaction SMILES: [CH3:1][C:2]1([CH3:17])[CH2:11][C:10]([CH3:13])([CH3:12])[C:9]2[C:4](=[CH:5][C:6]([CH3:16])=[C:7]([C:14]#[CH:15])[CH:8]=2)[O:3]1.[CH2:18]([O:20][C:21](=[O:29])[C:22]1[CH:27]=[CH:26][C:25](I)=[CH:24][CH:23]=1)[CH3:19]>C(N(CC)CC)C.[Pd](Cl)Cl.C1(P(C2C=CC=CC=2)C2C=CC=CC=2)C=CC=CC=1.C1(P(C2C=CC=CC=2)C2C=CC=CC=2)C=CC=CC=1>[CH3:1][C:2]1([CH3:17])[CH2:11][C:10]([CH3:12])([CH3:13])[C:9]2[C:4](=[CH:5][C:6]([CH3:16])=[C:7]([C:14]#[C:15][C:25]3[CH:26]=[CH:27][C:22]([C:21]([O:20][CH2:18][CH3:19])=[O:29])=[CH:23][CH:24]=3)[CH:8]=2)[O:3]1 |f:3.4.5|. Procedure details: Nitrogen was bubbled for 15 min through a solution of 200 (0.877 mmol) of 2,2,4,4,7-pentamethyl-6-ethynylchroman (Compound 9) and 245.3 mg (0.888 mmol) of ethyl 4-iodobenzonate (Compound 97) in 2 ml of triethylamine. The mixture was then placed under an argon atmosphere and treated with a finely ground mixture of 50 mg (0.2625 mmol) of cuprous iodide and 100 mg (0.1425 mmol) of bis(triphenylphosphine) palladium (II) chloride. The reaction vessel was then fitted with a reflux condenser and the mi... Starting materials: [Cl-].[NH4+] (ammonium chloride), [H-].[Na+] (sodium hydride), C(CC(=O)OC(C)(C)C)(=O)OC(C)(C)C (di-tert-butyl malonate), IC1=CC=C(C=C1)C (p-iodotoluene). The reagents and catalysts are [Cu]Br (copper (I) bromide). Solvent: O1CCOCC1 (dioxane), CN(C)P(=O)(N(C)C)N(C)C (HMPA). Conditions: time 1 hour. The product is C(C)(C)(C)OC(C(C(=O)OC(C)(C)C)C1=CC=C(C=C1)C)=O (p-tolyl-malonic acid di-tert-butyl ester). Isolated yield 55.2%. RXN SMILES: [H-].[Na+].[C:3]([O:13][C:14]([CH3:17])([CH3:16])[CH3:15])(=[O:12])[CH2:4][C:5]([O:7][C:8]([CH3:11])([CH3:10])[CH3:9])=[O:6].I[C:19]1[CH:24]=[CH:23][C:22]([CH3:25])=[CH:21][CH:20]=1.[Cl-].[NH4+]>O1CCOCC1.[Cu]Br.CN(P(N(C)C)(N(C)C)=O)C>[C:14]([O:13][C:3](=[O:12])[CH:4]([C:19]1[CH:24]=[CH:23][C:22]([CH3:25])=[CH:21][CH:20]=1)[C:5]([O:7][C:8]([CH3:9])([CH3:10])[CH3:11])=[O:6])([CH3:17])([CH3:16])[CH3:15] |f:0.1,4.5|. Reported procedure: To the suspension of sodium hydride (60%, 1.2 g, 30 mmol) in 50 ml of anhydrous dioxane containing 3.5 ml of HMPA were added di-tert-butyl malonate (6.488 g, 30 mmol) and p-iodotoluene (1), the mixture was stirred at room temperature for 1 hour. To the resulting solution was added copper (I) bromide (5.163 g, 36 mmol, 1.2 equivalents), the mixture was heated at refluxing temperature. Then the reaction mixture was cooled to room temperature, 30 ml of saturated aqueous ammonium chloride solution w... Starting materials: CS(=O)(=O)c1ccc(-c2cc(F)c(F)cc2Br)cc1, Cc1ccc(B(O)O)cc1Cl. Reaction SMILES: [Br:1][c:2]1[c:3](-[c:10]2[cH:11][cH:12][c:13]([S:16](=[O:17])(=[O:18])[CH3:19])[cH:14][cH:15]2)[cH:4][c:5]([F:9])[c:6]([F:8])[cH:7]1.[Cl:20][c:21]1[cH:22][c:23]([B:28]([OH:29])[OH:30])[cH:24][cH:25][c:26]1[CH3:27]>>[c:2]1(-[c:23]2[cH:22][c:21]([Cl:20])[c:26]([CH3:27])[cH:25][cH:24]2)[c:3](-[c:10]2[cH:11][cH:12][c:13]([S:16](=[O:17])(=[O:18])[CH3:19])[cH:14][cH:15]2)[cH:4][c:5]([F:9])[c:6]([F:8])[cH:7]1. Product: Cc1ccc(-c2cc(F)c(F)cc2-c2ccc(S(C)(=O)=O)cc2)cc1Cl. Starting materials: FC1=CC=C(C=C1)S(=O)(=O)Cl (p-fluorobenzenesulfonyl chloride), [OH-].[Na+] (sodium hydroxide), FC(C(=O)O)(F)F.ClC1=NC=2C=CC=CC2C2=C1N=CN2CCC2CCNCC2 (4-chloro-1-[2-(4-piperidyl)ethyl]-1H-imidazo-[4,5-c]quinoline trifluoroacetate), C([O-])([O-])=O.[K+].[K+] (potassium carbonate). Run in CN(C=O)C (N,N-dimethylformamide), CN(C=O)C (N,N-dimethylformamide). Conditions: time 5 hour. Yields the product ClC1=NC=2C=CC=CC2C2=C1N=CN2CCC2CCN(CC2)S(=O)(=O)C2=CC=C(C=C2)F (4-Chloro-1-[2-[N-(4-fluorophenylsulfonyl )-4-piperidyl]ethyl]-1H-imidazo-[4,5-c]quinoline). The yield is 63.5%. RXN SMILES: FC(F)(F)C(O)=O.[Cl:8][C:9]1[C:18]2[N:19]=[CH:20][N:21]([CH2:22][CH2:23][CH:24]3[CH2:29][CH2:28][NH:27][CH2:26][CH2:25]3)[C:17]=2[C:16]2[CH:15]=[CH:14][CH:13]=[CH:12][C:11]=2[N:10]=1.C(=O)([O-])[O-].[K+].[K+].[F:36][C:37]1[CH:42]=[CH:41][C:40]([S:43](Cl)(=[O:45])=[O:44])=[CH:39][CH:38]=1.[OH-].[Na+]>CN(C)C=O>[Cl:8][C:9]1[C:18]2[N:19]=[CH:20][N:21]([CH2:22][CH2:23][CH:24]3[CH2:29][CH2:28][N:27]([S:43]([C:40]4[CH:41]=[CH:42][C:37]([F:36])=[CH:38][CH:39]=4)(=[O:45])=[O:44])[CH2:26][CH2:25]3)[C:17]=2[C:16]2[CH:15]=[CH:14][CH:13]=[CH:12][C:11]=2[N:10]=1 |f:0.1,2.3.4,6.7|. Procedure: To a suspension of 0.50 g of 4-chloro-1-[2-(4-piperidyl)ethyl]-1H-imidazo-[4,5-c]quinoline trifluoroacetate and 0.32 g of potassium carbonate in 2 ml of N,N-dimethylformamide, a solution of 0.23 g of p-fluorobenzenesulfonyl chloride in 3 ml of N,N-dimethylformamide was added dropwise at room temperature, and the mixture was stirred for 5 hours. The reaction mixture was adjusted to pH 10 with 10% aqueous sodium hydroxide solution, and extracted with ethyl acetate. The extract was washed successiv... The reactants are O=C([O-])[O-], CI, CN(C)C=O, FC(F)(F)c1ccc(NCCCOc2c(Cl)cc(OCC=C(Cl)Cl)cc2Cl)cc1, [K+], [K+]. Product: CN(CCCOc1c(Cl)cc(OCC=C(Cl)Cl)cc1Cl)c1ccc(C(F)(F)F)cc1. As a reaction SMILES: [C:32](=[O:33])([O-:34])[O-:35].[CH3:30][I:31].[CH3:38][N:39]([CH3:40])[CH:41]=[O:42].[Cl:1][c:2]1[cH:3][c:4]([O:24][CH2:25][CH:26]=[C:27]([Cl:28])[Cl:29])[cH:5][c:6]([Cl:23])[c:7]1[O:8][CH2:9][CH2:10][CH2:11][NH:12][c:13]1[cH:14][cH:15][c:16]([C:19]([F:20])([F:21])[F:22])[cH:17][cH:18]1.[K+:36].[K+:37]>>[Cl:1][c:2]1[cH:3][c:4]([O:24][CH2:25][CH:26]=[C:27]([Cl:28])[Cl:29])[cH:5][c:6]([Cl:23])[c:7]1[O:8][CH2:9][CH2:10][CH2:11][N:12]([c:13]1[cH:14][cH:15][c:16]([C:19]([F:20])([F:21])[F:22])[cH:17][cH:18]1)[CH3:32].